Dataset: the Open Reaction Database (ORD), a public repository of structured organic reaction records. Task: describe an organic reaction: reactants, conditions, products, and yield Starting materials: BrCCBr, O=C([O-])[O-], CC(C)=O, [K+], [K+], CC(C)(C)OC(=O)c1ccc(Nc2nc(NCc3ccc(O)cc3)nc(OCC(F)(F)F)n2)cc1. Yields the product CC(C)(C)OC(=O)c1ccc(Nc2nc(NCc3ccc(OCCBr)cc3)nc(OCC(F)(F)F)n2)cc1. Reaction SMILES: [Br:36][CH2:37][CH2:38][Br:39].[C:40](=[O:41])([O-:42])[O-:43].[CH3:46][C:47](=[O:48])[CH3:49].[K+:44].[K+:45].[OH:1][c:2]1[cH:3][cH:4][c:5]([CH2:6][NH:7][c:8]2[n:9][c:10]([NH:20][c:21]3[cH:22][cH:23][c:24]([C:25](=[O:26])[O:27][C:28]([CH3:29])([CH3:30])[CH3:31])[cH:32][cH:33]3)[n:11][c:12]([O:14][CH2:15][C:16]([F:17])([F:18])[F:19])[n:13]2)[cH:34][cH:35]1>>[O:1]([c:2]1[cH:3][cH:4][c:5]([CH2:6][NH:7][c:8]2[n:9][c:10]([NH:20][c:21]3[cH:22][cH:23][c:24]([C:25](=[O:26])[O:27][C:28]([CH3:29])([CH3:30])[CH3:31])[cH:32][cH:33]3)[n:11][c:12]([O:14][CH2:15][C:16]([F:17])([F:18])[F:19])[n:13]2)[cH:34][cH:35]1)[CH2:38][CH2:37][Br:36]. The reactants are COC=1C=C2C(=CN(C2=CC1OC)C)C1=CC2=C(N=CC=C2C#N)N1S(=O)(=O)C1=CC=C(C=C1)C (2-(5,6-dimethoxy-1-methyl-1H-indol-3-yl)-1-(toluene-4-sulfonyl)-1H-pyrrolo[2,3-b]pyridine-4-carbonitrile), [OH-].[K+] (potassium hydroxide). Run in CO (methanol). Conditions: time 30 minute. Yields the product COC=1C=C2C(=CN(C2=CC1OC)C)C1=CC2=C(N=CC=C2C#N)N1 (2-(5,6-dimethoxy-1-methyl-1H-indol-3-yl)-1H-pyrrolo[2,3-b]pyridine-4-carbonitrile). Isolated yield 52.3%. As a reaction SMILES: [CH3:1][O:2][C:3]1[CH:4]=[C:5]2[C:9](=[CH:10][C:11]=1[O:12][CH3:13])[N:8]([CH3:14])[CH:7]=[C:6]2[C:15]1[N:25](S(C2C=CC(C)=CC=2)(=O)=O)[C:18]2[N:19]=[CH:20][CH:21]=[C:22]([C:23]#[N:24])[C:17]=2[CH:16]=1.[OH-].[K+]>CO>[CH3:1][O:2][C:3]1[CH:4]=[C:5]2[C:9](=[CH:10][C:11]=1[O:12][CH3:13])[N:8]([CH3:14])[CH:7]=[C:6]2[C:15]1[NH:25][C:18]2[N:19]=[CH:20][CH:21]=[C:22]([C:23]#[N:24])[C:17]=2[CH:16]=1 |f:1.2|. Procedure: A suspension of 0.14 g of 2-(5,6-dimethoxy-1-methyl-1H-indol-3-yl)-1-(toluene-4-sulfonyl)-1H-pyrrolo[2,3-b]pyridine-4-carbonitrile in 1.3 ml of a 5 N aqueous potassium hydroxide solution and 5 ml of methanol is brought to a temperature in the region of 60° C. for approximately 30 minutes. After returning to around 20° C., the insoluble material is filter-dried, and washed with water until a neutral pH is obtained. The insoluble material is purified by flash chromatography on a silica column [elu... Reactants: Cc1cc(C)nc(NC2CCN(Cc3ccccc3)C2)c1, CO. Yields the product Cc1cc(C)nc(NC2CCNC2)c1. Reaction SMILES: [CH2:1]([c:2]1[cH:3][cH:4][cH:5][cH:6][cH:7]1)[N:8]1[CH2:9][CH:10]([NH:13][c:14]2[n:15][c:16]([CH3:21])[cH:17][c:18]([CH3:20])[cH:19]2)[CH2:11][CH2:12]1.[CH3:22][OH:23]>>[NH:8]1[CH2:9][CH:10]([NH:13][c:14]2[n:15][c:16]([CH3:21])[cH:17][c:18]([CH3:20])[cH:19]2)[CH2:11][CH2:12]1. Starting materials: C1CCOC1, [Li]CCCC, [Cl-], [NH4+], CN(C)C=O, O=S(=O)(c1ccccc1)n1ccc2cc(OCc3ccccc3)ccc21. The product is O=Cc1cc2cc(OCc3ccccc3)ccc2n1S(=O)(=O)c1ccccc1. RXN SMILES: [CH2:39]1[O:40][CH2:41][CH2:42][CH2:43]1.[CH3:27][CH2:28][CH2:29][CH2:30][Li:31].[Cl-:37].[NH4+:38].[O:32]=[CH:33][N:34]([CH3:35])[CH3:36].[c:1]1([CH2:7][O:8][c:9]2[cH:10][c:11]3[cH:12][cH:13][n:14]([S:18](=[O:19])(=[O:20])[c:21]4[cH:22][cH:23][cH:24][cH:25][cH:26]4)[c:15]3[cH:16][cH:17]2)[cH:2][cH:3][cH:4][cH:5][cH:6]1>>[c:1]1([CH2:7][O:8][c:9]2[cH:10][c:11]3[cH:12][c:13]([CH:33]=[O:32])[n:14]([S:18](=[O:19])(=[O:20])[c:21]4[cH:22][cH:23][cH:24][cH:25][cH:26]4)[c:15]3[cH:16][cH:17]2)[cH:2][cH:3][cH:4][cH:5][cH:6]1.